This data is from the Open Reaction Database (ORD), a public repository of structured organic reaction records. The task is: describe an organic reaction: reactants, conditions, products, and yield The reactants are Cc1ccccc1, CN, O=Cc1cccnc1. The product is NC=Cc1cccnc1. RXN SMILES: [CH3:11][c:12]1[cH:13][cH:14][cH:15][cH:16][cH:17]1.[CH3:9][NH2:10].[CH:1]([c:2]1[cH:3][n:4][cH:5][cH:6][cH:7]1)=[O:8]>>[CH:1]([c:2]1[cH:3][n:4][cH:5][cH:6][cH:7]1)=[CH:9][NH2:10]. Yields the product C1(=CC=CC=C1)C=1NC(=C(N1)C(=O)N)O (2-phenyl-5-hydroxy-1H-imidazole-4-carboxamide). The reactants are Cl.N=C1C(C(=O)OCC)C=CC=C1 (ethyl iminobenzoate hydrochloride), NC(C(=O)N)C(=O)N (aminomalonamide). Run in CO (methanol). RXN SMILES: Cl.N=[C:3]1[CH:13]=[CH:12][CH:11]=[CH:10][CH:4]1[C:5](OCC)=O.[NH2:14][CH:15]([C:19]([NH2:21])=[O:20])[C:16]([NH2:18])=[O:17]>CO>[C:4]1([C:5]2[NH:18][C:16]([OH:17])=[C:15]([C:19]([NH2:21])=[O:20])[N:14]=2)[CH:3]=[CH:13][CH:12]=[CH:11][CH:10]=1 |f:0.1|. Yield: 63.1%. Procedure details: To a chilled solution of ethyl iminobenzoate hydrochloride (18.57 g) in anhydrous methanol (250 ml) was added aminomalonamide (11.71 g). The mixture was stirred for a half hour at 0°-5° C. and then 1 hour under reflux. After cooling to 0°-5° C. again, the precipitated product was filtered and washed with ethanol, isopropylether to give 2-phenyl-5-hydroxy-1H-imidazole-4-carboxamide (11.81 g). The reactants are CCOC(=O)CC#N, C1CCNCC1, Cc1ccccc1, O=Cc1ccc(Cl)c(F)c1. Product: CCOC(=O)C(C#N)=Cc1ccc(Cl)c(F)c1. As a reaction SMILES: [C:11](#[N:12])[CH2:13][C:14](=[O:15])[O:16][CH2:17][CH3:18].[CH2:19]1[CH2:20][CH2:21][NH:22][CH2:23][CH2:24]1.[CH3:25][c:26]1[cH:27][cH:28][cH:29][cH:30][cH:31]1.[Cl:1][c:2]1[c:3]([F:10])[cH:4][c:5]([CH:6]=[O:7])[cH:8][cH:9]1>>[Cl:1][c:2]1[c:3]([F:10])[cH:4][c:5]([CH:6]=[C:13]([C:11]#[N:12])[C:14](=[O:15])[O:16][CH2:17][CH3:18])[cH:8][cH:9]1. Reactants: CC(C)(C)OC(=O)N1CCN(C(=O)c2cccc3ccccc23)CC1CCO, CC(=O)O, C=COCC. Yields the product C=COCCC1CN(C(=O)c2cccc3ccccc23)CCN1C(=O)OC(C)(C)C. RXN SMILES: [C:1]([CH3:2])([CH3:3])([CH3:4])[O:5][C:6](=[O:7])[N:8]1[CH:9]([CH2:26][CH2:27][OH:28])[CH2:10][N:11]([C:14](=[O:15])[c:16]2[cH:17][cH:18][cH:19][c:20]3[cH:21][cH:22][cH:23][cH:24][c:25]23)[CH2:12][CH2:13]1.[CH3:29][C:30](=[O:31])[OH:32].[CH:33]([O:34][CH2:35][CH3:36])=[CH2:37]>>[C:1]([CH3:2])([CH3:3])([CH3:4])[O:5][C:6](=[O:7])[N:8]1[CH:9]([CH2:26][CH2:27][O:28][CH:29]=[CH2:30])[CH2:10][N:11]([C:14](=[O:15])[c:16]2[cH:17][cH:18][cH:19][c:20]3[cH:21][cH:22][cH:23][cH:24][c:25]23)[CH2:12][CH2:13]1. The reactants are S1C(=CC=C1)CCN (2-thienylethlamine), C=O (formaldehyde), Cl (hydrochloric acid), CN(C)C=O (DMF). The product is Cl.S1CCC2C1=CC=CN2 (tetrahydrothienopyridine hydrochloride). As a reaction SMILES: [S:1]1[CH:5]=[CH:4][CH:3]=[C:2]1[CH2:6][CH2:7]N.C=O.[ClH:11].[CH3:12][N:13](C=O)C>>[ClH:11].[S:1]1[C:2]2=[CH:6][CH:7]=[CH:12][NH:13][CH:3]2[CH2:4][CH2:5]1 |f:4.5|. Reported procedure: 2-thienylethlamine was reacted with formaldehyde to give the corresponding formimine, which was then added to a solution of hydrochloric acid in DMF, resulting in cyclization to tetrahydrothienopyridine hydrochloride. The DMF used was anhydrous, KF≦0.05%, to avoid formimine hydrolysis. Starting materials: C(C)(C)(C)OC(NC1=C(C=C(C=C1)I)[N+](=O)[O-])=O ((4-Iodo-2-nitro-phenyl)-carbamic acid tert.-butyl ester), FC1=C(C(=CC=C1)OC)B(O)O (2-fluoro-6-methoxybenzene boronic acid). Product: C(C)(C)(C)OC(NC1=C(C=C(C=C1)C1=C(C=CC=C1OC)F)[N+](=O)[O-])=O ((2′-Fluoro-6′-methoxy-3-nitro-biphenyl-4-yl)-carbamic acid tert.-butyl ester). RXN SMILES: [C:1]([O:5][C:6](=[O:18])[NH:7][C:8]1[CH:13]=[CH:12][C:11](I)=[CH:10][C:9]=1[N+:15]([O-:17])=[O:16])([CH3:4])([CH3:3])[CH3:2].[F:19][C:20]1[CH:25]=[CH:24][CH:23]=[C:22]([O:26][CH3:27])[C:21]=1B(O)O>>[C:1]([O:5][C:6](=[O:18])[NH:7][C:8]1[CH:13]=[CH:12][C:11]([C:21]2[C:22]([O:26][CH3:27])=[CH:23][CH:24]=[CH:25][C:20]=2[F:19])=[CH:10][C:9]=1[N+:15]([O-:17])=[O:16])([CH3:4])([CH3:3])[CH3:2]. Procedure: Prepared from (4-iodo-2-nitro-phenyl)-carbamic acid tert.-butyl ester (Example A1) and 2-fluoro-6-methoxybenzene boronic acid according to the general procedure B. Obtained as a yellow solid (0.95 g).